Dataset: the Open Reaction Database (ORD), a public repository of structured organic reaction records. Task: describe an organic reaction: reactants, conditions, products, and yield Reactants: [I-].C[S+](=O)(C)C (trimethylsulfoxonium iodide), C(C)OC(CC1=CCCCC1=O)=O (6-oxo-1-cyclohexeneacetic acid ethyl ester), O (water). The solvent is CS(=O)C (dimethylsulfoxide), CS(=O)C (dimethylsulfoxide). Reaction conditions: time 1.5 hour. The product is C(C)OC(CC12C(CCCC2C1)=O)=O (2-Oxobicyclo[4.1.0]heptane-1-acetic Acid Ethyl Ester). Yield: 76.3%. As a reaction SMILES: [I-].[CH3:2][S+](C)(C)=O.[CH2:7]([O:9][C:10](=[O:19])[CH2:11][C:12]1[C:17](=[O:18])[CH2:16][CH2:15][CH2:14][CH:13]=1)[CH3:8].O>CS(C)=O>[CH2:7]([O:9][C:10](=[O:19])[CH2:11][C:12]12[CH2:2][CH:13]1[CH2:14][CH2:15][CH2:16][C:17]2=[O:18])[CH3:8] |f:0.1|. Procedure details: Sodium hydride (18.1 mmol, 543 mg of an 80% dispersion in mineral oil) was washed with 2×5 mL of petroleum ether under nitrogen, then it was dried and trimethylsulfoxonium iodide (3.99 g, 18.1 mmol) was added to the flask followed by 21.6 mL dimethylsulfoxide added dropwise. Next, a solution of 6-oxo-1-cyclohexeneacetic acid ethyl ester (2.90 g, 17.3 mmol) was added dropwise as a solution in 4.5 mL of dimethylsulfoxide as the reaction mixture was cooled with a water bath. After the addition, the... The reagents and catalysts are CC(=O)[O-].CC(=O)[O-].[Pd+2] (Pd(OAc)2). The product is NC1=C2C(=NC=N1)N(N=C2C2=CC(=CC=C2)O)CC=2N(C(C1=C(N2)SC=C1C)=O)C1=C(C=CC=C1)C (2-((4-amino-3-(3-hydroxyphenyl)-1H-pyrazolo[3,4-d]pyrimidin-1-yl)methyl)-5-methyl-3-o-tolylthieno[2,3-d]pyrimidin-4(3H)-one), NC1=C2C(=NC=N1)N(N=C2C2=CC(=CC(=C2)O)F)CC=2N(C(C1=C(N2)SC=C1C)=O)C1=C(C=CC=C1)C (2-((4-amino-3-(3-fluoro-5-hydroxyphenyl)-1H-pyrazolo[3,4-d]pyrimidin-1-yl)methyl)-5-methyl-3-o-tolylthieno[2,3-d]pyrimidin-4(3H)-one). RXN SMILES: [NH2:1][C:2]1[N:7]=[CH:6][N:5]=[C:4]2[N:8]([CH2:12][C:13]3[N:14]([C:24]4[CH:29]=[CH:28][CH:27]=[CH:26][C:25]=4[CH3:30])[C:15](=[O:23])[C:16]4[C:21]([CH3:22])=[CH:20][S:19][C:17]=4[N:18]=3)[N:9]=[C:10](I)[C:3]=12.C1C=CC(P(C2C=CC=CC=2)C2C=CC=CC=2)=CC=1.[F:50][C:51]1[CH:52]=[C:53](B(O)O)[CH:54]=[C:55]([OH:57])[CH:56]=1.C(=O)([O-])[O-].[Na+].[Na+]>CN(C=O)C.C(O)C.O.CC([O-])=O.CC([O-])=O.[Pd+2]>[NH2:1][C:2]1[N:7]=[CH:6][N:5]=[C:4]2[N:8]([CH2:12][C:13]3[N:14]([C:24]4[CH:29]=[CH:28][CH:27]=[CH:26][C:25]=4[CH3:30])[C:15](=[O:23])[C:16]4[C:21]([CH3:22])=[CH:20][S:19][C:17]=4[N:18]=3)[N:9]=[C:10]([C:53]3[CH:52]=[CH:51][CH:56]=[C:55]([OH:57])[CH:54]=3)[C:3]=12.[NH2:1][C:2]1[N:7]=[CH:6][N:5]=[C:4]2[N:8]([CH2:12][C:13]3[N:14]([C:24]4[CH:29]=[CH:28][CH:27]=[CH:26][C:25]=4[CH3:30])[C:15](=[O:23])[C:16]4[C:21]([CH3:22])=[CH:20][S:19][C:17]=4[N:18]=3)[N:9]=[C:10]([C:53]3[CH:54]=[C:55]([OH:57])[CH:56]=[C:51]([F:50])[CH:52]=3)[C:3]=12 |f:3.4.5,9.10.11|. The solvent is CN(C)C=O (DMF), C(C)O (ethanol), O (water). Isolated yield 96.5%. The reactants are NC1=C2C(=NC=N1)N(N=C2I)CC=2N(C(C1=C(N2)SC=C1C)=O)C1=C(C=CC=C1)C (2-((4-amino-3-iodo-1H-pyrazolo[3,4-d]pyrimidin-1-yl)methyl)-5-methyl-3-o-tolylthieno[2,3-d]pyrimidin-4(3H)-one), C1=CC=C(C=C1)P(C2=CC=CC=C2)C3=CC=CC=C3 (PPh3), FC=1C=C(C=C(C1)O)B(O)O (3-fluoro-5-hydroxyphenylboronic acid), C([O-])([O-])=O.[Na+].[Na+] (sodium carbonate). Procedure: 2-((4-amino-3-iodo-1H-pyrazolo[3,4-d]pyrimidin-1-yl)methyl)-5-methyl-3-o-tolylthieno[2,3-d]pyrimidin-4(3H)-one (2406) (50 mg, 0.092 mmol), PPh3 (14.5 mg, 0.056 mmol, 0.6 eq) and 3-fluoro-5-hydroxyphenylboronic acid (2207) (17.2 mg, 0.11 mmol, 1.2 eq) were dissolved in a solution of DMF, ethanol and water (5 mL/2 mL/2 mL). To this mixture Pd(OAc)2 (4.14 mg, 0.018 mmol, 0.2 eq) and sodium carbonate (48.7 mg, 0.46 mmol, 5 eq) were added sequentially. The resulting mixture was degassed and back-fill... Reaction conditions: temperature 80 celsius. Reactants: CC(Cl)OC(=O)Cl, ClCCCl, [I-], [Na+], COc1cc(N2CCN(C)CC2)c2oc(C(=O)Nc3ccc(N4CCOCC4)cc3)cc(=O)c2c1. Yields the product COc1cc(N2CCNCC2)c2oc(C(=O)Nc3ccc(N4CCOCC4)cc3)cc(=O)c2c1. As a reaction SMILES: [Cl:36][C:37]([O:38][CH:39]([Cl:40])[CH3:41])=[O:42].[Cl:45][CH2:46][CH2:47][Cl:48].[I-:44].[Na+:43].[O:1]1[CH2:2][CH2:3][N:4]([c:7]2[cH:8][cH:9][c:10]([NH:13][C:14](=[O:15])[c:16]3[o:17][c:18]4[c:19]([N:29]5[CH2:30][CH2:31][N:32]([CH3:35])[CH2:33][CH2:34]5)[cH:20][c:21]([O:27][CH3:28])[cH:22][c:23]4[c:24](=[O:26])[cH:25]3)[cH:11][cH:12]2)[CH2:5][CH2:6]1>>[O:1]1[CH2:2][CH2:3][N:4]([c:7]2[cH:8][cH:9][c:10]([NH:13][C:14](=[O:15])[c:16]3[o:17][c:18]4[c:19]([N:29]5[CH2:30][CH2:31][NH:32][CH2:33][CH2:34]5)[cH:20][c:21]([O:27][CH3:28])[cH:22][c:23]4[c:24](=[O:26])[cH:25]3)[cH:11][cH:12]2)[CH2:5][CH2:6]1. Starting materials: CC1CN(OCc2ccccc2)C(=O)C1O, CS(C)=O, CCN(C(C)C)C(C)C, ClCCl, O=C(OC(=O)C(F)(F)F)C(F)(F)F. Yields the product CC1CN(OCc2ccccc2)C(=O)C1=O. As a reaction SMILES: [CH2:18]([c:19]1[cH:20][cH:21][cH:22][cH:23][cH:24]1)[O:25][N:26]1[C:27](=[O:33])[CH:28]([OH:32])[CH:29]([CH3:31])[CH2:30]1.[CH3:14][S:15]([CH3:16])=[O:17].[CH:34]([N:35]([CH:36]([CH3:37])[CH3:38])[CH2:39][CH3:40])([CH3:41])[CH3:42].[Cl:43][CH2:44][Cl:45].[F:1][C:2]([F:3])([F:4])[C:5]([O:6][C:7](=[O:8])[C:9]([F:10])([F:11])[F:12])=[O:13]>>[CH2:18]([c:19]1[cH:20][cH:21][cH:22][cH:23][cH:24]1)[O:25][N:26]1[C:27](=[O:33])[C:28](=[O:32])[CH:29]([CH3:31])[CH2:30]1. Reactants: [Na+].[Cl-] (NaCl), Cl.Cl.N1CC(CC1)ON (3-(RS)-pyrrolidinyloxyamine dihydrochloride), C[C@@]12C(CC[C@H]1[C@@H]1CC(C3CC(CC[C@]3(C)[C@H]1CC2)=O)=O)=O (androstane-3,6,17-trione), O (water). The solvent is C1CCOC1 (THF). The product is Cl.N1CC(CC1)ON=C1CC2C(C[C@H]3[C@@H]4CCC([C@@]4(C)CC[C@@H]3[C@]2(CC1)C)=O)=O (3-[3-(RS)-Pyrrolidinyl]oxyiminoandrostane-6,17-dione hydrochloride). As a reaction SMILES: [ClH:1].Cl.[NH:3]1[CH2:7][CH2:6][CH:5]([O:8][NH2:9])[CH2:4]1.[CH3:10][C@:11]12[CH2:28][CH2:27][C@H:26]3[C@@H:16]([CH2:17][C:18](=[O:30])[CH:19]4[C@:24]3([CH3:25])[CH2:23][CH2:22][C:21](=O)[CH2:20]4)[C@@H:15]1[CH2:14][CH2:13][C:12]2=[O:31].O.[Na+].[Cl-]>C1COCC1>[ClH:1].[NH:3]1[CH2:7][CH2:6][CH:5]([O:8][N:9]=[C:21]2[CH2:22][CH2:23][C@@:24]3([CH3:25])[CH:19]([C:18](=[O:30])[CH2:17][C@@H:16]4[C@@H:26]3[CH2:27][CH2:28][C@@:11]3([CH3:10])[C@H:15]4[CH2:14][CH2:13][C:12]3=[O:31])[CH2:20]2)[CH2:4]1 |f:0.1.2,5.6,8.9|. Reported procedure: A solution of 3-(RS)-pyrrolidinyloxyamine dihydrochloride (III-c, Prepn. 3, 227 mg) and androstane-3,6,17-trione (495 mg) in THF: water (2/1, 27 mL) was stirred for 30 min. NaCl was added and stirred till the two phases separated. After extraction of the aqueous layer with THF, the combined organic phases were washed with brine, dried and evaporated. The crude was purified by flash chromatography (SiO2, CH2Cl2:MeOH:NH3 9:1:0.1). To the concentrated fractions 5M HCl in EtOAc was added. After dilu... Reaction SMILES: [C:21]1([CH:27]=[O:28])=[CH:22][CH2:23][CH2:24][CH2:25][CH2:26]1.[CH2:29]([Cl:30])[Cl:31].[CH3:32][CH:33]([CH3:34])[O-:35].[CH3:36][CH:37]([CH3:38])[O-:39].[CH3:40][CH:41]([CH3:42])[O-:43].[CH3:44][CH:45]([CH3:46])[O-:47].[CH:1]1([CH:7]2[N:8]([C:17]([CH2:18][NH2:19])=[O:20])[CH2:9][CH2:10][c:11]3[cH:12][cH:13][cH:14][cH:15][c:16]32)[CH2:2][CH2:3][CH2:4][CH2:5][CH2:6]1.[Ti+4:48]>>[CH:1]1([CH:7]2[N:8]([C:17]([CH2:18][NH:19][CH2:27][C:21]3=[CH:22][CH2:23][CH2:24][CH2:25][CH2:26]3)=[O:20])[CH2:9][CH2:10][c:11]3[cH:12][cH:13][cH:14][cH:15][c:16]32)[CH2:2][CH2:3][CH2:4][CH2:5][CH2:6]1. Starting materials: O=CC1=CCCCC1, ClCCl, CC(C)[O-], CC(C)[O-], CC(C)[O-], CC(C)[O-], NCC(=O)N1CCc2ccccc2C1C1CCCCC1, [Ti+4]. Yields the product O=C(CNCC1=CCCCC1)N1CCc2ccccc2C1C1CCCCC1.